From a dataset of the Open Reaction Database (ORD), a public repository of structured organic reaction records. describe an organic reaction: reactants, conditions, products, and yield Starting materials: C[Si](CCCCO)(CCCCCCCCCC)C (5,5-dimethyl-5-sila-n-pentadecanol), [Mn](=O)(=O)(=O)[O-].[K+] (potassium permanganate). Solvent: N1=CC=CC=C1 (pyridine), N1=CC=CC=C1 (pyridine). Run at time 30 hour. The product is C[Si](CCCC(=O)O)(CCCCCCCCCC)C (5,5-dimethyl-5-sila-n-pentadecanoic acid). As a reaction SMILES: [CH3:1][Si:2]([CH3:18])([CH2:8][CH2:9][CH2:10][CH2:11][CH2:12][CH2:13][CH2:14][CH2:15][CH2:16][CH3:17])[CH2:3][CH2:4][CH2:5][CH2:6][OH:7].[Mn]([O-])(=O)(=O)=[O:20].[K+]>N1C=CC=CC=1>[CH3:18][Si:2]([CH3:1])([CH2:8][CH2:9][CH2:10][CH2:11][CH2:12][CH2:13][CH2:14][CH2:15][CH2:16][CH3:17])[CH2:3][CH2:4][CH2:5][C:6]([OH:20])=[O:7] |f:1.2|. Reported procedure: To a solution of 25.0 g (91.7 mmol; 366.8 electron equivalents) of 5,5-dimethyl-5-sila-n-pentadecanol in 100 ml of pyridine, is added 21.5 g (136 mmol; 408 electron equivalents) of potassium permanganate in 320 ml of pyridine, at 20°-25° with stirring, and stirring is continued for 30 hr. A dark brown precipitate forms which is filtered off (leaving a colorless filtrate). The filter cake is thoroughly washed with methanol and ligroine. The washes and filtrate are combined and concentrated to nea... Starting materials: S1C=CC2=C1SCCC2=O (5,6-dihydro-4H-thieno[2,3-b]-thiopyran-4-one), ice water, C[O-].[Na+] (sodium methoxide), COC(C(=O)OC)=O (dimethyloxalate). Solvent: C1=CC=CC=C1 (benzene), C1=CC=CC=C1 (benzene). Run at time 3 hour. The product is OC=1C2=C(SCC1C(C(=O)OC)=O)SC=C2 (Methyl 4-hydroxy-α-oxo-6H-thieno[2,3-b]-thiopyran-5-acetate). Yield: 89.3%. Reaction SMILES: C[O-].[Na+].CO[C:6](=[O:11])[C:7]([O:9][CH3:10])=[O:8].[S:12]1[C:16]2[S:17][CH2:18][CH2:19][C:20](=[O:21])[C:15]=2[CH:14]=[CH:13]1>C1C=CC=CC=1>[OH:21][C:20]1[C:15]2[CH:14]=[CH:13][S:12][C:16]=2[S:17][CH2:18][C:19]=1[C:6](=[O:11])[C:7]([O:9][CH3:10])=[O:8] |f:0.1|. Procedure details: A mixture of sodium methoxide (21.6 g, 0.4 mole) and dimethyloxalate (47.2 g, 0.4 mole) in benzene (300 ml) is refluxed for 5 min. in order to dissolve most of the solid. To the cooled solution is added a solution of 5,6-dihydro-4H-thieno[2,3-b]-thiopyran-4-one (34 g, 0.2 mole) in benzene (300 ml) and the mixture is stirred for 3 hrs. to give a yellow suspension. The mixture is poured into ice-water mixture (1750 ml). After separating the aqueous layer from the benzene layer, the benzene layer i... The reactants are CC#N, CCO, CCOC(=O)Cc1cc(C)c(C(=O)c2ccc(Cl)cc2Cl)n1C, [Na+], [OH-]. Product: Cc1cc(CC(=O)O)n(C)c1C(=O)c1ccc(Cl)cc1Cl. As a reaction SMILES: [CH3:26][C:27]#[N:28].[CH3:29][CH2:30][OH:31].[Cl:3][c:4]1[c:5]([C:6](=[O:7])[c:8]2[c:9]([CH3:20])[cH:10][c:11]([CH2:14][C:15](=[O:16])[O:17][CH2:18][CH3:19])[n:12]2[CH3:13])[cH:21][cH:22][c:23]([Cl:25])[cH:24]1.[Na+:2].[OH-:1]>>[Cl:3][c:4]1[c:5]([C:6](=[O:7])[c:8]2[c:9]([CH3:20])[cH:10][c:11]([CH2:14][C:15](=[O:16])[OH:17])[n:12]2[CH3:13])[cH:21][cH:22][c:23]([Cl:25])[cH:24]1. Starting materials: c1cc2c(cc1CN1CCNCC1)OCO2, O=C(Cl)Oc1ccc(Oc2ccc(C(F)(F)F)cn2)cc1, O. Yields the product O=C(Oc1ccc(Oc2ccc(C(F)(F)F)cn2)cc1)N1CCN(Cc2ccc3c(c2)OCO3)CC1, Cl. Reaction SMILES: [CH2:22]([c:23]1[cH:24][c:25]2[c:29]([cH:30][cH:31]1)[O:28][CH2:27][O:26]2)[N:32]1[CH2:33][CH2:34][NH:35][CH2:36][CH2:37]1.[Cl:1][C:2](=[O:3])[O:4][c:5]1[cH:6][cH:7][c:8]([O:11][c:12]2[n:13][cH:14][c:15]([C:18]([F:19])([F:20])[F:21])[cH:16][cH:17]2)[cH:9][cH:10]1.[OH2:38]>>[C:2](=[O:3])([O:4][c:5]1[cH:6][cH:7][c:8]([O:11][c:12]2[n:13][cH:14][c:15]([C:18]([F:19])([F:20])[F:21])[cH:16][cH:17]2)[cH:9][cH:10]1)[N:35]1[CH2:34][CH2:33][N:32]([CH2:22][c:23]2[cH:24][c:25]3[c:29]([cH:30][cH:31]2)[O:28][CH2:27][O:26]3)[CH2:37][CH2:36]1.[ClH:1]. Reactants: Brc1cccc(NCC2CCOCC2)n1, O=C([O-])[O-], COCCOC, CCOC(C)=O, CO, OB(O)c1cc(F)ncc1Cl, [Na+], [Na+]. The product is Fc1cc(-c2cccc(NCC3CCOCC3)n2)c(Cl)cn1. Reaction SMILES: [Br:1][c:2]1[cH:3][cH:4][cH:5][c:6]([NH:8][CH2:9][CH:10]2[CH2:11][CH2:12][O:13][CH2:14][CH2:15]2)[n:7]1.[C:27](=[O:28])([O-:29])[O-:30].[CH3:33][O:34][CH2:35][CH2:36][O:37][CH3:38].[CH3:39][CH2:40][O:41][C:42]([CH3:43])=[O:44].[CH3:45][OH:46].[Cl:16][c:17]1[c:18]([B:24]([OH:25])[OH:26])[cH:19][c:20]([F:23])[n:21][cH:22]1.[Na+:31].[Na+:32]>>[c:2]1(-[c:18]2[c:17]([Cl:16])[cH:22][n:21][c:20]([F:23])[cH:19]2)[cH:3][cH:4][cH:5][c:6]([NH:8][CH2:9][CH:10]2[CH2:11][CH2:12][O:13][CH2:14][CH2:15]2)[n:7]1.